From a dataset of the Open Reaction Database (ORD), a public repository of structured organic reaction records. describe an organic reaction: reactants, conditions, products, and yield The reactants are FC(S(=O)(=O)OC=1C=CC(=NC1)C)(F)F (5-Trifluoromethanesulfonyloxy-2-picoline), [Li+].[Cl-] (LiCl), ClC1=CC=C(C=C1)B(O)O (4-chlorobenzeneboronic acid), C(=O)([O-])[O-].[Na+].[Na+] (Na2CO3). Reagents/catalysts: [Pd].C1(=CC=CC=C1)P(C1=CC=CC=C1)C1=CC=CC=C1.C1(=CC=CC=C1)P(C1=CC=CC=C1)C1=CC=CC=C1.C1(=CC=CC=C1)P(C1=CC=CC=C1)C1=CC=CC=C1.C1(=CC=CC=C1)P(C1=CC=CC=C1)C1=CC=CC=C1 (tetrakis (triphenylphosphine) palladium). Solvent: CCO (EtOH), CCOC(=O)C (EtOAc), C1(=CC=CC=C1)C (toluene). Yields the product ClC1=CC=C(C=C1)C=1C=CC(=NC1)C (5-(4-Chlorophenyl)-2-picoline). Reaction SMILES: FC(F)(F)S(O[C:7]1[CH:8]=[CH:9][C:10]([CH3:13])=[N:11][CH:12]=1)(=O)=O.C([O-])([O-])=O.[Na+].[Na+].[Li+].[Cl-].[Cl:24][C:25]1[CH:30]=[CH:29][C:28](B(O)O)=[CH:27][CH:26]=1>C1(C)C=CC=CC=1.[Pd].C1(P(C2C=CC=CC=2)C2C=CC=CC=2)C=CC=CC=1.C1(P(C2C=CC=CC=2)C2C=CC=CC=2)C=CC=CC=1.C1(P(C2C=CC=CC=2)C2C=CC=CC=2)C=CC=CC=1.C1(P(C2C=CC=CC=2)C2C=CC=CC=2)C=CC=CC=1.CCOC(C)=O.CCO>[Cl:24][C:25]1[CH:30]=[CH:29][C:28]([C:7]2[CH:8]=[CH:9][C:10]([CH3:13])=[N:11][CH:12]=2)=[CH:27][CH:26]=1 |f:1.2.3,4.5,8.9.10.11.12|. Reported procedure: The trifluoromethane sulfonate from Step 1 (500 mg) was dissolved in 10 mL of toluene, 5 mL of EtOH, and 1.6 mL of 2M aqueous Na2CO3. Then 203 mg LiCl, 411 mg of 4-chlorobenzeneboronic acid (Lancaster) and 832 mg of tetrakis (triphenylphosphine) palladium were added successively. The resulting reaction mixture was heated up to 90°-95° C. for 1 hour. The reaction mixture was cooled down to room temperature, EtOAc was added, and the organic phase was washed with 1N NaOH, brine, dried over MgSO4, f... The reactants are CN(N(C(=O)OCC1=CC=CC=C1)CC1=CC=C(C(=O)Cl)C=C1)C(=O)OCC1=CC=CC=C1 (4-[(2-methyl-1,2-dicarbobenzoxy-hydrazino)methyl]-benzoyl chloride), C([O-])([O-])=O.[Na+].[Na+] (sodium carbonate), CCOCC (ether), NC(CO)(C)C (2-amino-2-methyl-1-propanol). Solvent: O (water). Run at time 8 hour. Product: C(C(=O)O)(=O)O.CC(CO)(C)NC(C1=CC=C(C=C1)CNNC)=O (4-[(2-methyl-hydrazino)-methyl]-benzoic acid (1,1-dimethyl-2-hydroxy-ethyl)-amide oxalate). Reaction SMILES: C[N:2]([C:24](OCC1C=CC=CC=1)=O)[N:3]([CH2:14][C:15]1[CH:23]=[CH:22][C:18]([C:19](Cl)=[O:20])=[CH:17][CH:16]=1)[C:4]([O:6]CC1C=CC=CC=1)=[O:5].CCOCC.[NH2:39][C:40]([CH3:44])([CH3:43])[CH2:41][OH:42].[C:45](=[O:48])([O-:47])[O-].[Na+].[Na+]>O>[C:4]([OH:6])(=[O:5])[C:45]([OH:47])=[O:48].[CH3:43][C:40]([NH:39][C:19](=[O:20])[C:18]1[CH:17]=[CH:16][C:15]([CH2:14][NH:3][NH:2][CH3:24])=[CH:23][CH:22]=1)([CH3:44])[CH2:41][OH:42] |f:3.4.5,7.8|. Procedure details: 15.8 g. of 4-[(2-methyl-1,2-dicarbobenzoxy-hydrazino)methyl]-benzoyl chloride were dissolved in 50 ml. of dry ether and, wherein 30 minutes within stirring, added dropwise to a solution of 3.3 g. of 2-amino-2-methyl-1-propanol and 3.6 g. of anhydrous sodium carbonate in 50 ml. of water. The solution was stirred overnight at 0°, the mixture diluted with 100 ml. of water and extracted 3 times with 100 ml. of methylene chloride each time. The united methylene chloride extracts were freed off the so... The reactants are N1CCCC1 (pyrrolidine), CC(C#C)OC(C)=O (acetic acid 1-methyl-prop-2-ynyl ester). The reagents and catalysts are [Cu]Cl (copper (I) chloride). Solvent: O1CCCC1 (tetrahydrofuran), C(C)OCC (diethyl ether). Run at time 15 hour. The product is N1(CCCC1)C(C)C#C (2-(Pyrrolidin-1-yl)-but-3-yne). RXN SMILES: [CH3:1][CH:2](OC(=O)C)[C:3]#[CH:4].[NH:9]1[CH2:13][CH2:12][CH2:11][CH2:10]1>O1CCCC1.C(OCC)C.[Cu]Cl>[N:9]1([CH:2]([C:3]#[CH:4])[CH3:1])[CH2:13][CH2:12][CH2:11][CH2:10]1. Procedure details: A solution acetic acid 1-methyl-prop-2-ynyl ester (prepared by the method of Clarke and Pinder, J. Chem. Soc. 1958, 1967).(7 g) and pyrrolidine (10.4 ml) in anhydrous tetrahydrofuran (125 ml) was treated with copper (I) chloride (0.3 g) and the mixture was heated to reflux temperatures for 1.5 hours. After then allowing the mixture to stir at room temperature for approximately 15 hours, the mixture was diluted with diethyl ether, and extracted thrice with 2N aqueous hydrochloric acid. These pool... Starting materials: O (Water), N1C=NC=C1 (Imidazole), CC(C)(C)[Si](C)(C)Cl (TBDMSCl), CN(CC[C@@H](C(=O)OCC)O)C (ethyl (2S)-4-(dimethylamino)-2-hydroxybutanoate). The solvent is CCOC(=O)C (EtOAc), CN(C)C=O (DMF). Conditions: time 18 hour. The product is [Si](C)(C)(C(C)(C)C)O[C@H](C(=O)OCC)CCN(C)C (ethyl (2S)-2-{[tert-butyl(dimethyl)silyl]oxy}-4-(dimethylamino)butanoate). The yield is 60.8%. As a reaction SMILES: N1C=CN=C1.[CH3:6][C:7]([Si:10](Cl)([CH3:12])[CH3:11])([CH3:9])[CH3:8].[CH3:14][N:15]([CH3:25])[CH2:16][CH2:17][C@H:18]([OH:24])[C:19]([O:21][CH2:22][CH3:23])=[O:20].O>CN(C=O)C.CCOC(C)=O>[Si:10]([O:24][C@@H:18]([CH2:17][CH2:16][N:15]([CH3:25])[CH3:14])[C:19]([O:21][CH2:22][CH3:23])=[O:20])([C:7]([CH3:9])([CH3:8])[CH3:6])([CH3:12])[CH3:11]. Procedure details: Imidazole (1.98 g, 29.10 mmol) and TBDMSCl (2.34 g, 15.52 mmol) was added to a stirred solution of ethyl (2S)-4-(dimethylamino)-2-hydroxybutanoate (Step 1) (3.20 g, 19.97 mmol) in DMF (25 mL). The reaction mixture was kept at ambient temperature for 18 hrs. Water and EtOAc were added and the two phases were separated. The aqueous phase was extracted with EtOAc. The organic extracts were combined and washed three times with water, dried over MgSO4 and concentrated in vacuo. The residue was purifi... Reactants: CCCC(=O)Cl, CC1=CC(C)(C)Nc2ccc(NC(=O)OC(C)(C)C)cc21, c1ccncc1. Yields the product CCCC(=O)N1c2ccc(NC(=O)OC(C)(C)C)cc2C(C)=CC1(C)C. RXN SMILES: [C:1]([CH2:2][CH2:3][CH3:4])(=[O:5])[Cl:6].[C:7]([CH3:8])([CH3:9])([CH3:10])[O:11][C:12](=[O:13])[NH:14][c:15]1[cH:16][c:17]2[c:22]([cH:23][cH:24]1)[NH:21][C:20]([CH3:25])([CH3:26])[CH:19]=[C:18]2[CH3:27].[cH:28]1[cH:29][cH:30][n:31][cH:32][cH:33]1>>[C:1]([CH2:2][CH2:3][CH3:4])(=[O:5])[N:21]1[C:20]([CH3:25])([CH3:26])[CH:19]=[C:18]([CH3:27])[c:17]2[cH:16][c:15]([NH:14][C:12]([O:11][C:7]([CH3:8])([CH3:9])[CH3:10])=[O:13])[cH:24][cH:23][c:22]21.